describe an organic reaction: reactants, conditions, products, and yield From a dataset of the Open Reaction Database (ORD), a public repository of structured organic reaction records. The reactants are Cl.C(C1=CC=CC=C1)NC1CC2=CC(=CC=C2CC1)OC(CC)C(=O)OCC (2-benzylamino-7-(ethoxycarbonylpropan-3-yloxy) tetralin hydrochloride). The reagents and catalysts are [Pd] (Pd/C). The solvent is C(C)O (ethanol), O (water). Product: Cl.NC1CC2=CC(=CC=C2CC1)OC(CC)C(=O)OCC (2-amino-7-(ethoxycarbonylpropan-3-yloxy)tetralin hydrochloride). As a reaction SMILES: [ClH:1].C([NH:9][CH:10]1[CH2:19][CH2:18][C:17]2[C:12](=[CH:13][C:14]([O:20][CH:21]([C:24]([O:26][CH2:27][CH3:28])=[O:25])[CH2:22][CH3:23])=[CH:15][CH:16]=2)[CH2:11]1)C1C=CC=CC=1>C(O)C.O.[Pd]>[ClH:1].[NH2:9][CH:10]1[CH2:19][CH2:18][C:17]2[C:12](=[CH:13][C:14]([O:20][CH:21]([C:24]([O:26][CH2:27][CH3:28])=[O:25])[CH2:22][CH3:23])=[CH:15][CH:16]=2)[CH2:11]1 |f:0.1,5.6|. Reported procedure: A solution of 2-benzylamino-7-(ethoxycarbonylpropan-3-yloxy) tetralin hydrochloride (14 g), prepared as described in Example 3, in a mixture of 95% ethanol (250 ml) and water (10 ml) is hydrogenated at atmospheric pressure and 60° C. in the presence of 10% Pd/C (2 g) as the hydrogenation catalyst. After 5 hours the catalyst is filtered off, the filtrate is concentrated to dryness and the residue is taken up in absolute ethanol (100 ml) and concentrated to dryness a few times. The obtained produc... Starting materials: Cc1cccc(C)c1-c1nc2ccc(C(=O)O)cc2[nH]1, Cc1ccccc1, CN(C)C=O, O=S(Cl)Cl. Product: Cc1cccc(C)c1-c1nc2ccc(C(=O)Cl)cc2[nH]1. As a reaction SMILES: [CH3:1][c:2]1[c:3](-[c:9]2[nH:10][c:11]3[c:12]([n:13]2)[cH:14][cH:15][c:16]([C:18](=[O:19])[OH:20])[cH:17]3)[c:4]([CH3:8])[cH:5][cH:6][cH:7]1.[CH3:26][c:27]1[cH:28][cH:29][cH:30][cH:31][cH:32]1.[O:21]=[CH:22][N:23]([CH3:24])[CH3:25].[S:33]([Cl:34])([Cl:35])=[O:36]>>[CH3:1][c:2]1[c:3](-[c:9]2[nH:10][c:11]3[c:12]([n:13]2)[cH:14][cH:15][c:16]([C:18](=[O:20])[Cl:35])[cH:17]3)[c:4]([CH3:8])[cH:5][cH:6][cH:7]1. Starting materials: C(CCCCCCCCCCCCCCCC)NC(O[C@H]1[C@@H](OCCC1)COCC1=CC=CC=C1)=O (trans-2-benzyloxymethyltetrahydropyran-3-yl N-heptadecylcarbamate), [H][H] (hydrogen). Reagents/catalysts: [Pd] (palladium on activated carbon). Solvent: CO (methanol). The product is C(CCCCCCCCCCCCCCCC)NC(O[C@H]1[C@@H](OCCC1)CO)=O ((trans-2-Hydroxymethyltetrahydropyran-3-yl) N-heptadecylcarbamate). Reaction SMILES: [CH2:1]([NH:18][C:19](=[O:36])[O:20][C@@H:21]1[CH2:26][CH2:25][CH2:24][O:23][C@H:22]1[CH2:27][O:28]CC1C=CC=CC=1)[CH2:2][CH2:3][CH2:4][CH2:5][CH2:6][CH2:7][CH2:8][CH2:9][CH2:10][CH2:11][CH2:12][CH2:13][CH2:14][CH2:15][CH2:16][CH3:17].[H][H]>CO.[Pd]>[CH2:1]([NH:18][C:19](=[O:36])[O:20][C@@H:21]1[CH2:26][CH2:25][CH2:24][O:23][C@H:22]1[CH2:27][OH:28])[CH2:2][CH2:3][CH2:4][CH2:5][CH2:6][CH2:7][CH2:8][CH2:9][CH2:10][CH2:11][CH2:12][CH2:13][CH2:14][CH2:15][CH2:16][CH3:17]. Procedure: 3.800 g of dl-trans-2-benzyloxymethyltetrahydropyran-3-yl N-heptadecylcarbamate (prepared as described in Preparation 3) were dissolved in 120 ml of methanol and allowed to react with hydrogen at room temperature for 8 hours in the presence of 10% w/w palladium on activated carbon in a Paal's apparatus at 4 atmospheres (about 4 bar). The catalyst was then filtered off, and the solvent was removed from the filtrate by distillation under reduced pressure, to give 2.729 g of the title compound as a... Reactants: CS(=O)(=O)C1CCNCC1, CC#N, CCN(C(C)C)C(C)C, Cl, O=Cc1c(F)cccc1F. Product: CS(=O)(=O)C1CCN(c2cccc(F)c2C=O)CC1. RXN SMILES: [CH3:12][S:13](=[O:14])(=[O:15])[CH:16]1[CH2:17][CH2:18][NH:19][CH2:20][CH2:21]1.[CH3:31][C:32]#[N:33].[CH:22]([N:23]([CH2:24][CH3:25])[CH:26]([CH3:27])[CH3:28])([CH3:29])[CH3:30].[ClH:11].[F:1][c:2]1[c:3]([CH:4]=[O:5])[c:6]([F:10])[cH:7][cH:8][cH:9]1>>[c:2]1([N:19]2[CH2:18][CH2:17][CH:16]([S:13]([CH3:12])(=[O:14])=[O:15])[CH2:21][CH2:20]2)[c:3]([CH:4]=[O:5])[c:6]([F:10])[cH:7][cH:8][cH:9]1.